This data is from the Open Reaction Database (ORD), a public repository of structured organic reaction records. The task is: describe an organic reaction: reactants, conditions, products, and yield Starting materials: C(CCC)OC(=O)C=1N=C(C2=CC(=CC=C2C1O)OC1CCCCC1)C#N (1-cyano-7-cyclohexyloxy-4-hydroxy-isoquinoline-3-carboxylic acid butyl ester), C(C)(C)(C)OC(C(CN)(C)C)=O (3-amino-2,2-dimethyl-propionic acid tert-butyl ester), C(C)(=O)O (acetic acid). Run in C(C)O (ethanol). Product: C(C)(C)(C)OC(C(CNC(=O)C=1N=C(C2=CC(=CC=C2C1O)OC1CCCCC1)C#N)(C)C)=O (3-[(1-Cyano-7-cyclohexyloxy-4-hydroxy-isoquinoline-3-carbonyl)-amino]-2,2-dimethyl-propionic acid tert-butyl ester). Isolated yield 98.3%. As a reaction SMILES: C(O[C:6]([C:8]1[N:9]=[C:10]([C:26]#[N:27])[C:11]2[C:16]([C:17]=1[OH:18])=[CH:15][CH:14]=[C:13]([O:19][CH:20]1[CH2:25][CH2:24][CH2:23][CH2:22][CH2:21]1)[CH:12]=2)=[O:7])CCC.[C:28]([O:32][C:33](=[O:39])[C:34]([CH3:38])([CH3:37])[CH2:35][NH2:36])([CH3:31])([CH3:30])[CH3:29].C(O)(=O)C>C(O)C>[C:28]([O:32][C:33](=[O:39])[C:34]([CH3:38])([CH3:37])[CH2:35][NH:36][C:6]([C:8]1[N:9]=[C:10]([C:26]#[N:27])[C:11]2[C:16]([C:17]=1[OH:18])=[CH:15][CH:14]=[C:13]([O:19][CH:20]1[CH2:25][CH2:24][CH2:23][CH2:22][CH2:21]1)[CH:12]=2)=[O:7])([CH3:31])([CH3:29])[CH3:30]. Procedure details: A mixture of 1-cyano-7-cyclohexyloxy-4-hydroxy-isoquinoline-3-carboxylic acid butyl ester (45 mg, 0.12 mmol) (prepared according to U.S. Pat. No. 7,629,357) and 3-amino-2,2-dimethyl-propionic acid tert-butyl ester (50 mg, 0.29 mmol) in ethanol was microwaved at 140° C. for 1 h. Reaction mixture was quenched with acetic acid (3 equivalents) and concentrated. Residue was purified by silica gel chromatography, eluting with 5-50% EtOAc/hexanes to provide the title compound 55 mg (0.118 mmol) in 98% ... The reactants are [Br-], CC(=O)COc1cccc(OCc2ccccc2)c1, C1CCOC1, C[Mg+], [Cl-], [NH4+]. Product: CC(C)(O)COc1cccc(OCc2ccccc2)c1. Reaction SMILES: [Br-:20].[CH2:1]([c:2]1[cH:3][cH:4][cH:5][cH:6][cH:7]1)[O:8][c:9]1[cH:10][c:11]([O:12][CH2:13][C:14](=[O:15])[CH3:16])[cH:17][cH:18][cH:19]1.[CH2:25]1[O:26][CH2:27][CH2:28][CH2:29]1.[CH3:21][Mg+:22].[Cl-:23].[NH4+:24]>>[CH2:1]([c:2]1[cH:3][cH:4][cH:5][cH:6][cH:7]1)[O:8][c:9]1[cH:10][c:11]([O:12][CH2:13][C:14]([OH:15])([CH3:16])[CH3:21])[cH:17][cH:18][cH:19]1. Reactants: C1(CCCCC1)[C@@H](C(N1[C@@H](CC=2C1=NC=CC2)C(NC2=CC=CC=C2)=O)=O)NC([C@H](C)N(C(OC(C)(C)C)=O)CC)=O (tert-butyl (S)-1-((S)-1-cyclohexyl-2-oxo-2-((S)-2-(phenylcarbamoyl)-2,3-dihydro-1H-pyrrolo[2,3-b]pyridin-1-yl)ethylamino)-1-oxopropan-2-yl(ethyl)carbamate), C(=O)(C(F)(F)F)O (TFA). Run in C(Cl)Cl (DCM). Reaction conditions: time 30 minute. The product is C1(=CC=CC=C1)NC(=O)[C@@H]1CC=2C(=NC=CC2)N1C([C@@H](NC([C@H](C)NCC)=O)C1CCCCC1)=O ((S)-1-[(S)-2-Cyclohexyl-2-((S)-2-ethylamino-propionylamino)-acetyl]-2,3-dihydro-1H-pyrrolo[2,3-b]pyridine-2-carboxylic acid phenylamide). The yield is 84.3%. Reaction SMILES: [CH:1]1([C@H:7]([NH:28][C:29](=[O:42])[C@@H:30]([N:32]([CH2:40][CH3:41])C(=O)OC(C)(C)C)[CH3:31])[C:8](=[O:27])[N:9]2[C:13]3=[N:14][CH:15]=[CH:16][CH:17]=[C:12]3[CH2:11][C@H:10]2[C:18](=[O:26])[NH:19][C:20]2[CH:25]=[CH:24][CH:23]=[CH:22][CH:21]=2)[CH2:6][CH2:5][CH2:4][CH2:3][CH2:2]1.C(O)(C(F)(F)F)=O>C(Cl)Cl>[C:20]1([NH:19][C:18]([C@H:10]2[N:9]([C:8](=[O:27])[C@H:7]([CH:1]3[CH2:2][CH2:3][CH2:4][CH2:5][CH2:6]3)[NH:28][C:29](=[O:42])[C@@H:30]([NH:32][CH2:40][CH3:41])[CH3:31])[C:13]3=[N:14][CH:15]=[CH:16][CH:17]=[C:12]3[CH2:11]2)=[O:26])[CH:21]=[CH:22][CH:23]=[CH:24][CH:25]=1. Procedure details: In a 50 mL round-bottomed flask, tert-butyl (S)-1-((S)-1-cyclohexyl-2-oxo-2-((S)-2-(phenylcarbamoyl)-2,3-dihydro-1H-pyrrolo[2,3-b]pyridin-1-yl)ethylamino)-1-oxopropan-2-yl(ethyl)carbamate (33 mg, 57.1 μmol, Eq: 1.00) was combined with DCM (3 mL) to give a colorless solution. TFA (1 mL, 13.0 mmol, Eq: 227) was added. After 30 min, the crude reaction mixture was concentrated in vacuo. The residue was taken up in DCM, washed with saturated aqueous NaHCO3, dried over Na2SO4 and concentrated in vacuo... The reactants are C[N+](C)(C)Cc1ccccc1, [Cl-], CC(C)N(CCCl)C(C)C, [Na+], [OH-], O, N#CCc1ccccn1. The product is CC(C)N(CCC(C#N)c1ccccn1)C(C)C. Reaction SMILES: [CH2:23]([N+:24]([CH3:25])([CH3:26])[CH3:27])[c:28]1[cH:29][cH:30][cH:31][cH:32][cH:33]1.[Cl-:22].[Cl:10][CH2:11][CH2:12][N:13]([CH:14]([CH3:15])[CH3:16])[CH:17]([CH3:18])[CH3:19].[Na+:21].[OH-:20].[OH2:34].[n:1]1[c:2]([CH2:7][C:8]#[N:9])[cH:3][cH:4][cH:5][cH:6]1>>[n:1]1[c:2]([CH:7]([C:8]#[N:9])[CH2:11][CH2:12][N:13]([CH:14]([CH3:15])[CH3:16])[CH:17]([CH3:18])[CH3:19])[cH:3][cH:4][cH:5][cH:6]1. Reactants: C(C)OC(=O)N1CCC(CC1)NS(=O)(=O)C1=CC=CC2=C(C=CC=C12)CN (4-(5-aminomethyl-naphthalene-1-sulfonylamino)-piperidine-1-carboxylic acid ethyl ester), ClC1=CC=C(C=O)C=C1 (4-chloro-benzaldehyde), C(#N)[BH3-].[Na+] (sodium cyanoborohydride), CO (MeOH). Run at temperature 25 celsius, time 2 hour. Yields the product C(C)OC(=O)N1CCC(CC1)NS(=O)(=O)C1=CC=CC2=C(C=CC=C12)C(NC=1C=C(C=CC1)C)=O (4-(5-m-Tolylcarbamoyl-naphthalene-1-sulfonylamino)-piperidine-1-carboxylic acid ethyl ester), C(=O)[O-] (formate). Reaction SMILES: [CH2:1]([O:3][C:4]([N:6]1[CH2:11][CH2:10][CH:9]([NH:12][S:13]([C:16]2[C:25]3[C:20](=[C:21]([CH2:26][NH2:27])[CH:22]=[CH:23][CH:24]=3)[CH:19]=[CH:18][CH:17]=2)(=[O:15])=[O:14])[CH2:8][CH2:7]1)=[O:5])[CH3:2].Cl[C:29]1[CH:36]=[CH:35][C:32]([CH:33]=O)=[CH:31][CH:30]=1.C([BH3-])#N.[Na+].C[OH:42]>>[CH2:1]([O:3][C:4]([N:6]1[CH2:11][CH2:10][CH:9]([NH:12][S:13]([C:16]2[C:25]3[C:20](=[C:21]([C:26](=[O:42])[NH:27][C:30]4[CH:31]=[C:32]([CH3:33])[CH:35]=[CH:36][CH:29]=4)[CH:22]=[CH:23][CH:24]=3)[CH:19]=[CH:18][CH:17]=2)(=[O:14])=[O:15])[CH2:8][CH2:7]1)=[O:5])[CH3:2].[CH:4]([O-:5])=[O:3] |f:2.3|. Procedure: To a 25° C. solution of 4-(5-aminomethyl-naphthalene-1-sulfonylamino)-piperidine-1-carboxylic acid ethyl ester 55 (62 mg, 0.159 mmol) in MeOH (4 mL) was added 4-chloro-benzaldehyde (45 mg, 0.318 mmol) and sodium cyanoborohydride (50 mg, 0.795 mmol). After stirring for 2 h at 25° C., the solution was concentrated in vacuo and the resultant crude material was purified by reverse phase HPLC to provide the title compound (H-45) as its formate salt. 1H NMR (300 MHz, MeOD) δ 8.78 (d, 1H), 8.38 (s, 1H)... The reactants are C=Cc1ccccc1-n1c(N2CCN(C(=O)OC(C)(C)C)CC2)nc2c1c(=O)[nH]c(=O)n2CC(=O)OCC, O=C([O-])[O-], CI, CN(C)C=O, CCOC(C)=O, [K+], [K+]. The product is C=Cc1ccccc1-n1c(N2CCN(C(=O)OC(C)(C)C)CC2)nc2c1c(=O)n(C)c(=O)n2CC(=O)OCC. RXN SMILES: [C:1]([CH3:2])([CH3:3])([CH3:4])[O:5][C:6](=[O:7])[N:8]1[CH2:9][CH2:10][N:11]([c:14]2[n:15][c:16]3[n:17]([CH2:33][C:34](=[O:35])[O:36][CH2:37][CH3:38])[c:18](=[O:32])[nH:19][c:20](=[O:31])[c:21]3[n:22]2-[c:23]2[c:24]([CH:29]=[CH2:30])[cH:25][cH:26][cH:27][cH:28]2)[CH2:12][CH2:13]1.[C:41](=[O:42])([O-:43])[O-:44].[CH3:39][I:40].[CH3:47][N:48]([CH3:49])[CH:50]=[O:51].[CH3:52][CH2:53][O:54][C:55](=[O:56])[CH3:57].[K+:45].[K+:46]>>[C:1]([CH3:2])([CH3:3])([CH3:4])[O:5][C:6](=[O:7])[N:8]1[CH2:9][CH2:10][N:11]([c:14]2[n:15][c:16]3[n:17]([CH2:33][C:34](=[O:35])[O:36][CH2:37][CH3:38])[c:18](=[O:32])[n:19]([CH3:41])[c:20](=[O:31])[c:21]3[n:22]2-[c:23]2[c:24]([CH:29]=[CH2:30])[cH:25][cH:26][cH:27][cH:28]2)[CH2:12][CH2:13]1. Starting materials: CCCC[N+](CCCC)(CCCC)CCCC, CCN(CC)CCOc1ccc(-c2cc3c(Oc4ccc(NC(=O)NC5CC5)c(F)c4)ncnc3n2COCC[Si](C)(C)C)cc1, [F-], C1CCOC1, O. The product is CCN(CC)CCOc1ccc(-c2cc3c(Oc4ccc(NC(=O)NC5CC5)c(F)c4)ncnc3[nH]2)cc1. Reaction SMILES: [CH3:48][CH2:49][CH2:50][CH2:51][N+:52]([CH2:53][CH2:54][CH2:55][CH3:56])([CH2:57][CH2:58][CH2:59][CH3:60])[CH2:61][CH2:62][CH2:63][CH3:64].[CH:1]1([NH:4][C:5](=[O:6])[NH:7][c:8]2[c:9]([F:46])[cH:10][c:11]([O:14][c:15]3[c:16]4[c:17]([n:18][cH:19][n:20]3)[n:21]([CH2:38][O:39][CH2:40][CH2:41][Si:42]([CH3:43])([CH3:44])[CH3:45])[c:22](-[c:24]3[cH:25][cH:26][c:27]([O:30][CH2:31][CH2:32][N:33]([CH2:34][CH3:35])[CH2:36][CH3:37])[cH:28][cH:29]3)[cH:23]4)[cH:12][cH:13]2)[CH2:2][CH2:3]1.[F-:47].[O:66]1[CH2:67][CH2:68][CH2:69][CH2:70]1.[OH2:65]>>[CH:1]1([NH:4][C:5](=[O:6])[NH:7][c:8]2[c:9]([F:46])[cH:10][c:11]([O:14][c:15]3[c:16]4[c:17]([n:18][cH:19][n:20]3)[nH:21][c:22](-[c:24]3[cH:25][cH:26][c:27]([O:30][CH2:31][CH2:32][N:33]([CH2:34][CH3:35])[CH2:36][CH3:37])[cH:28][cH:29]3)[cH:23]4)[cH:12][cH:13]2)[CH2:2][CH2:3]1.